From a dataset of the Open Reaction Database (ORD), a public repository of structured organic reaction records. describe an organic reaction: reactants, conditions, products, and yield Starting materials: C(C)(=N)N (acetamidine), ClC1=CC=C(C=CS(=O)(=O)Cl)C=C1 (4-chlorostyrylsulfonyl chloride). The product is ClC1=CC=C(C=CS(=O)(=O)NC(C)=N)C=C1 (N-[(4-CHLOROSTYRYL)SULFONYL]ACETAMIDINE). As a reaction SMILES: [C:1]([NH2:4])(=[NH:3])[CH3:2].[Cl:5][C:6]1[CH:17]=[CH:16][C:9]([CH:10]=[CH:11][S:12](Cl)(=[O:14])=[O:13])=[CH:8][CH:7]=1>>[Cl:5][C:6]1[CH:7]=[CH:8][C:9]([CH:10]=[CH:11][S:12]([NH:3][C:1](=[NH:4])[CH3:2])(=[O:14])=[O:13])=[CH:16][CH:17]=1. Reported procedure: Reaction of acetamidine with 4-chlorostyrylsulfonyl chloride according to the above procedure affords N-[(4-CHLOROSTYRYL)SULFONYL]ACETAMIDINE, m.p. 161°-163° C., crystallized from ethyl acetate.